Dataset: the Open Reaction Database (ORD), a public repository of structured organic reaction records. Task: describe an organic reaction: reactants, conditions, products, and yield Reaction conditions: time 12 hour. The product is C1(CC1)N(C(=O)C=1C=NC(=NC1)C1=CC=C(C=C1)S(=O)(=O)C)C1CCN(CC1)C(NO)=N (2-(4-methanesulfonyl-phenyl)-pyrimidine-5-carboxylic acid cyclopropyl-[1-(N-hydroxycarbamimidoyl)-piperidin-4-yl]-amide). Run in C(C)O (ethanol). The reactants are Cl.NO (Hydroxylamine hydrochloride), C(#N)N1CCC(CC1)N(C(=O)C=1C=NC(=NC1)C1=CC=C(C=C1)S(=O)(=O)C)C1CC1 (2-(4-methanesulfonyl-phenyl)-pyrimidine-5-carboxylic acid (1-cyano-piperidin-4-yl)-cyclopropyl-amide), C(#N)N1CCC(CC1)N(C(=O)C=1C=NC(=NC1)C1=CC=C(C=C1)S(=O)(=O)C)C1CC1 (2-(4-methanesulfonyl-phenyl)-pyrimidine-5-carboxylic acid (1-cyano-piperidin-4-yl)-cyclopropyl-amide), C(C)N(C(C)C)C(C)C (ethyldiisopropylamine), Cl.NO (hydroxylamine hydrochloride). Reaction SMILES: Cl.[NH2:2][OH:3].[C:4]([N:6]1[CH2:11][CH2:10][CH:9]([N:12]([CH:31]2[CH2:33][CH2:32]2)[C:13]([C:15]2[CH:16]=[N:17][C:18]([C:21]3[CH:26]=[CH:25][C:24]([S:27]([CH3:30])(=[O:29])=[O:28])=[CH:23][CH:22]=3)=[N:19][CH:20]=2)=[O:14])[CH2:8][CH2:7]1)#[N:5].C(N(C(C)C)C(C)C)C>C(O)C>[CH:31]1([N:12]([CH:9]2[CH2:10][CH2:11][N:6]([C:4](=[NH:5])[NH:2][OH:3])[CH2:7][CH2:8]2)[C:13]([C:15]2[CH:20]=[N:19][C:18]([C:21]3[CH:26]=[CH:25][C:24]([S:27]([CH3:30])(=[O:29])=[O:28])=[CH:23][CH:22]=3)=[N:17][CH:16]=2)=[O:14])[CH2:33][CH2:32]1 |f:0.1|. Reported procedure: Hydroxylamine hydrochloride (21 mg) is added to 2-(4-methanesulfonyl-phenyl)-pyrimidine-5-carboxylic acid (1-cyano-piperidin-4-yl)-cyclopropyl-amide (130 mg, Intermediate 22) and ethyldiisopropylamine (634) in ethanol (30 mL) and the mixture is refluxed for 4 h. Another 10 mg hydroxylamine hydrochloride is added and the mixture is refluxed for 1 h and stirred at room temperature for 12 h. The solvent is removed in vacuo and the residue is purified by preparative HPLC (MeOH/H2O/TFA) to yield 2-(4...